Dataset: the Open Reaction Database (ORD), a public repository of structured organic reaction records. Task: describe an organic reaction: reactants, conditions, products, and yield Reactants: CCO, CCOC(=O)C=Cc1ccc(N)cc1. Yields the product CCOC(=O)CCc1ccc(N)cc1. RXN SMILES: [CH3:15][CH2:16][OH:17].[NH2:1][c:2]1[cH:3][cH:4][c:5]([CH:8]=[CH:9][C:10](=[O:11])[O:12][CH2:13][CH3:14])[cH:6][cH:7]1>>[NH2:1][c:2]1[cH:3][cH:4][c:5]([CH2:8][CH2:9][C:10](=[O:11])[O:12][CH2:13][CH3:14])[cH:6][cH:7]1. Starting materials: C(C)(=O)O[C@@H]1[C@@H](OC[C@@H]([C@H]1OC(C)=O)OC(C)=O)Br (2,3,4-tri-O-acetyl-α-L-xylopyranosyl bromide), [N-]=[N+]=[N-].[Na+] (sodium azide). Run in CN(C=O)C (N,N-dimethylformamide). Product: C(C)(=O)O[C@@H]1[C@H](OC[C@@H]([C@H]1OC(C)=O)OC(C)=O)N=[N+]=[N-] (2,3,4-tri-O-acetyl-β-L-xylopyranosyl azide). The yield is 80.2%. As a reaction SMILES: [C:1]([O:4][C@H:5]1[C@H:10]([O:11][C:12](=[O:14])[CH3:13])[C@@H:9]([O:15][C:16](=[O:18])[CH3:17])[CH2:8][O:7][C@H:6]1Br)(=[O:3])[CH3:2].[N-:20]=[N+:21]=[N-:22].[Na+]>CN(C)C=O>[C:1]([O:4][C@H:5]1[C@H:10]([O:11][C:12](=[O:14])[CH3:13])[C@@H:9]([O:15][C:16](=[O:18])[CH3:17])[CH2:8][O:7][C@@H:6]1[N:20]=[N+:21]=[N-:22])(=[O:3])[CH3:2] |f:1.2|. Reported procedure: 4.88 g (12.2 mmol) of 2,3,4-tri-O-acetyl-α-L-xylopyranosyl bromide was dissolved in 40 ml of N,N-dimethylformamide, and 4.5 g (69.2 mmol) of sodium azide was added. The mixture was allowed to react at room temperature for 18 hours. The reaction mixture was then concentrated under reduced pressure and the residue extracted with chloroform (250 ml). The chloroform layer was washed with water (250 ml), dehydrated over anhydrous sodium sulfate and concentrated under reduced pressure. The residue was... Conditions: temperature 51 celsius, time 50 hour. The reactants are C[C@H](C1=CC=CC=C1)N ((R)-(+)-α-methylbenzylamine), BrCCO (2-bromoethanol). Run in ClCCl (dichloromethane). The yield is 85303.6%. The product is C[C@H]1NCCC2=CC=CC=C12 ((R)-(+)-1-methyl-1,2,3,4-tetrahydroisoquinoline). Procedure details: 51.45 g(0.43 mmole) of (R)-(+)-α-methylbenzylamine was dissolved in 52 ml of dichloromethane and 63.78 g(0.51 mmole) of 2-bromoethanol was added thereto. This mixture was stirred at 51° C. for 50 hours to complete the reaction. The reaction solution was concentrated under reduced pressure and the residue was subjected to fractional distillation to obtain 54 g of the title compound having pale yellow color. RXN SMILES: [CH3:1][C@@H:2]([NH2:9])[C:3]1[CH:8]=[CH:7][CH:6]=[CH:5][CH:4]=1.Br[CH2:11][CH2:12]O>ClCCl>[CH3:1][C@@H:2]1[C:3]2[C:8](=[CH:7][CH:6]=[CH:5][CH:4]=2)[CH2:12][CH2:11][NH:9]1. As a reaction SMILES: [CH3:1][O:2][C:3]([c:4]1[c:5]([CH2:23][S:24][CH2:25][CH:26]([c:27]2[n:28][c:29]([CH3:32])[n:30][o:31]2)[NH2:33])[c:6]([O:13][Si:14]([CH3:15])([CH3:16])[C:17]([CH3:18])([CH3:19])[CH:20]([CH3:21])[CH3:22])[cH:7][c:8]([O:11][CH3:12])[c:9]1[CH3:10])=[O:34].[CH3:37][OH:38].[F-:35].[NH4+:36]>>[CH3:1][O:2][C:3]([c:4]1[c:5]([CH2:23][S:24][CH2:25][CH:26]([c:27]2[n:28][c:29]([CH3:32])[n:30][o:31]2)[NH2:33])[c:6]([OH:13])[cH:7][c:8]([O:11][CH3:12])[c:9]1[CH3:10])=[O:34]. Reactants: COC(=O)c1c(C)c(OC)cc(O[Si](C)(C)C(C)(C)C(C)C)c1CSCC(N)c1nc(C)no1, CO, [F-], [NH4+]. The product is COC(=O)c1c(C)c(OC)cc(O)c1CSCC(N)c1nc(C)no1.